This data is from the Open Reaction Database (ORD), a public repository of structured organic reaction records. The task is: describe an organic reaction: reactants, conditions, products, and yield Reaction SMILES: [CH3:32][S:33]([CH3:34])=[O:35].[NH2:1][c:2]1[c:3]2[c:4](=[O:21])[c:5]([C:19]#[N:20])[cH:6][n:7]3[c:8]2[c:9]([c:10]([F:13])[c:11]1[F:12])[O:14][CH2:15][C:16]3([CH3:17])[CH3:18].[n:22]1[c:23]([CH2:28][CH2:29][CH2:30][NH2:31])[cH:24][cH:25][cH:26][cH:27]1>>[NH2:1][c:2]1[c:3]2[c:4](=[O:21])[c:5]([C:19]#[N:20])[cH:6][n:7]3[c:8]2[c:9]([c:10]([NH:31][CH2:30][CH2:29][CH2:28][c:23]2[n:22][cH:27][cH:26][cH:25][cH:24]2)[c:11]1[F:12])[O:14][CH2:15][C:16]3([CH3:17])[CH3:18]. Reactants: CS(C)=O, CC1(C)COc2c(F)c(F)c(N)c3c(=O)c(C#N)cn1c23, NCCCc1ccccn1. Product: CC1(C)COc2c(NCCCc3ccccn3)c(F)c(N)c3c(=O)c(C#N)cn1c23. Reactants: CN1C(=O)CC2(CNC(=O)C2)C1=O, Cc1ccccc1, CN(C)C=O, CCCCCC, ClCc1ccccc1, [H-], [Na+]. Yields the product CN1C(=O)CC2(CC(=O)N(Cc3ccccc3)C2)C1=O. Reaction SMILES: [CH3:1][N:2]1[C:3](=[O:13])[C:4]2([CH2:5][C:6]1=[O:7])[CH2:8][NH:9][C:10](=[O:12])[CH2:11]2.[CH3:24][c:25]1[cH:26][cH:27][cH:28][cH:29][cH:30]1.[CH3:31][N:32]([CH3:33])[CH:34]=[O:35].[CH3:36][CH2:37][CH2:38][CH2:39][CH2:40][CH3:41].[Cl:16][CH2:17][c:18]1[cH:19][cH:20][cH:21][cH:22][cH:23]1.[H-:14].[Na+:15]>>[CH3:1][N:2]1[C:3](=[O:13])[C:4]2([CH2:5][C:6]1=[O:7])[CH2:8][N:9]([CH2:17][c:18]1[cH:19][cH:20][cH:21][cH:22][cH:23]1)[C:10](=[O:12])[CH2:11]2.